This data is from the Open Reaction Database (ORD), a public repository of structured organic reaction records. The task is: describe an organic reaction: reactants, conditions, products, and yield Reactants: O1C=CC2=C1C=CC(=C2)C=2C=C(C(NN2)=O)C(=O)OC (6-(1-benzofuran-5-yl)-4-methoxycarbonyl-2H-pyridazin-3-one), O1C=CC2=C1C=CC(=C2)C=2C=C(C(NN2)=O)C(=O)OC (6-(1-benzofuran-5-yl)-4-methoxycarbonyl-2H-pyridazin-3-one), FC1=CC=C(CCl)C=C1 (4-fluorobenzyl chloride). The product is O1C=CC2=C1C=CC(=C2)C=2C=C(C(N(N2)CC2=CC=C(C=C2)F)=O)C(=O)O (6-(1-benzofuran-5-yl)-4-carboxy-2-(4-fluorobenzyl)-2H-pyridazin-3-one). Isolated yield 73.4%. As a reaction SMILES: [O:1]1[C:5]2[CH:6]=[CH:7][C:8]([C:10]3[CH:11]=[C:12]([C:17]([O:19]C)=[O:18])[C:13](=[O:16])[NH:14][N:15]=3)=[CH:9][C:4]=2[CH:3]=[CH:2]1.[F:21][C:22]1[CH:29]=[CH:28][C:25]([CH2:26]Cl)=[CH:24][CH:23]=1>>[O:1]1[C:5]2[CH:6]=[CH:7][C:8]([C:10]3[CH:11]=[C:12]([C:17]([OH:19])=[O:18])[C:13](=[O:16])[N:14]([CH2:26][C:25]4[CH:28]=[CH:29][C:22]([F:21])=[CH:23][CH:24]=4)[N:15]=3)=[CH:9][C:4]=2[CH:3]=[CH:2]1. Procedure: The general procedure of Example 1 (3) was carried out by use of 6-(1-benzofuran-5-yl)-4-methoxycarbonyl-2H-pyridazin-3-one and 4-fluorobenzyl chloride, to thereby yield the title compound as a yellow powder (yield: 73.4%). Reactants: ClC=1C(C(=C(C(C1Cl)=O)C#N)C#N)=O (2,3-dichloro-5,6-dicyanobenzoquinone), butyl ester, F[C@H]1C[C@H]2[C@@H]3C[C@H]([C@H](C(C(=O)O)=O)[C@]3(CC[C@@H]2[C@]2(CCC(C=C12)=O)C)C)C (6α-fluoro-3,20-dioxo-16α-methyl-4-pregnene-21-oic acid). Run in C1=CC=CC=C1 (benzene). Yields the product butyl ester, F[C@H]1C[C@H]2[C@@H]3C[C@H]([C@H](C(C(=O)O)=O)[C@]3(CC[C@@H]2[C@]2(C=CC(C=C12)=O)C)C)C (6α-fluoro-3,20-dioxo-16α-methyl-1,4-pregnadiene-21-oic acid). RXN SMILES: [F:1][C@@H:2]1[C:23]2[C@:18]([CH3:25])([CH2:19][CH2:20][C:21](=[O:24])[CH:22]=2)[C@@H:17]2[C@H:4]([C@H:5]3[C@:14]([CH3:26])([CH2:15][CH2:16]2)[C@@H:8]([C:9](=[O:13])[C:10]([OH:12])=[O:11])[C@H:7]([CH3:27])[CH2:6]3)[CH2:3]1.ClC1C(=O)C(C#N)=C(C#N)C(=O)C=1Cl>C1C=CC=CC=1>[F:1][C@@H:2]1[C:23]2[C@:18]([CH3:25])([CH:19]=[CH:20][C:21](=[O:24])[CH:22]=2)[C@@H:17]2[C@H:4]([C@H:5]3[C@:14]([CH3:26])([CH2:15][CH2:16]2)[C@@H:8]([C:9](=[O:13])[C:10]([OH:12])=[O:11])[C@H:7]([CH3:27])[CH2:6]3)[CH2:3]1. Procedure: A solution of 1.0 g. of the butyl ester of 6α-fluoro-3,20-dioxo-16α-methyl-4-pregnene-21-oic acid in 30 ml. of benzene is combined with 1.0 g. of 2,3-dichloro-5,6-dicyanobenzoquinone and heated to the boiling point for 24 hours. The solution is then filtered and concentrated under vacuum. The residue is chromatographed with an acetone/hexane gradient on silica gel. After recrystallization from acetone/hexane, 465 mg. of the butyl ester of 6α-fluoro-3,20-dioxo-16α-methyl-1,4-pregnadiene-21-oic ac... Reactants: CC1CN(CC(N1)C)C(=O)OCC1=CC=CC=C1 (Benzyl 3,5-dimethylpiperazine-1-carboxylate), C=O (formaldehyde), C(C)(=O)O (acetic acid), C(C)(=O)O[BH-](OC(C)=O)OC(C)=O.[Na+] (sodium triacetoxyborohydride). Run in CO (MeOH). Reaction conditions: time 10 minute. The product is C(C1=CC=CC=C1)OC(=O)N1CC(N(C(C1)C)C)C (3,4,5-Trimethyl-piperazine-1-carboxylic acid benzyl ester). Reaction SMILES: [CH3:1][CH:2]1[NH:7][CH:6]([CH3:8])[CH2:5][N:4]([C:9]([O:11][CH2:12][C:13]2[CH:18]=[CH:17][CH:16]=[CH:15][CH:14]=2)=[O:10])[CH2:3]1.C=O.[C:21](O)(=O)C.C(O[BH-](OC(=O)C)OC(=O)C)(=O)C.[Na+]>CO>[CH2:12]([O:11][C:9]([N:4]1[CH2:3][CH:2]([CH3:1])[N:7]([CH3:21])[CH:6]([CH3:8])[CH2:5]1)=[O:10])[C:13]1[CH:18]=[CH:17][CH:16]=[CH:15][CH:14]=1 |f:3.4|. Procedure details: Benzyl 3,5-dimethylpiperazine-1-carboxylate (1 eq, 2.04 mmol, 0.5 g) and formaldehyde (37% in H2O, 5 eq, 10.07 mmol, 0.277 ml) are dissolved in MeOH (10 ml). After 10 mins at room temperature, acetic acid (5 eq, 10.07 mmol, 0.576 ml) and sodium triacetoxyborohydride (5 eq, 10.07 mmol, 2.13 g) are added and the reaction mixture stirred overnight. The reaction is quenched with 5M HCl (15 ml) and the solvent evaporated under vacuo. The residue is taken to pH 13 by addition of sodium hydroxide (4M) ... Reactants: C(C)OC(=O)C1=CC(=C(C=C1)Br)C(=O)OCC (4-bromo-1,3-benzenedicarboxylic acid diethyl ester), COC=1C=C(C=CC1)O (3-methoxyphenol). Reagents/catalysts: [Cu] (copper). Yields the product C(C)OC(=O)C1=CC(=C(C=C1)OC1=CC(=CC=C1)OC)C(=O)OCC (4-(3-methoxyphenoxy)-1,3-benzenedicarboxylic acid diethyl ester). Isolated yield 41.8%. RXN SMILES: [CH2:1]([O:3][C:4]([C:6]1[CH:11]=[CH:10][C:9](Br)=[C:8]([C:13]([O:15][CH2:16][CH3:17])=[O:14])[CH:7]=1)=[O:5])[CH3:2].[CH3:18][O:19][C:20]1[CH:21]=[C:22]([OH:26])[CH:23]=[CH:24][CH:25]=1>[Cu]>[CH2:1]([O:3][C:4]([C:6]1[CH:11]=[CH:10][C:9]([O:26][C:22]2[CH:23]=[CH:24][CH:25]=[C:20]([O:19][CH3:18])[CH:21]=2)=[C:8]([C:13]([O:15][CH2:16][CH3:17])=[O:14])[CH:7]=1)=[O:5])[CH3:2]. Procedure details: Following the general procedure of Example 1A, 3.49 g of 4-bromo-1,3-benzenedicarboxylic acid diethyl ester and 1.43 g of 3-methoxyphenol were allowed to react in the presence of powdered copper metal to provide 1.66 g of the desired subtitle intermediate as an oil. Starting materials: Cc1cc(C(=O)O)nc(-c2ccc([N+](=O)[O-])cc2)c1, Nc1nnn[nH]1, O=S(Cl)Cl. The product is Cc1cc(C(=O)Nc2nnn[nH]2)nc(-c2ccc([N+](=O)[O-])cc2)c1. Reaction SMILES: [CH3:1][c:2]1[cH:3][c:4]([C:17](=[O:18])[OH:19])[n:5][c:6](-[c:8]2[cH:9][cH:10][c:11]([N+:14](=[O:15])[O-:16])[cH:12][cH:13]2)[cH:7]1.[NH2:20][c:21]1[n:22][n:23][n:24][nH:25]1.[S:26]([Cl:27])([Cl:28])=[O:29]>>[CH3:1][c:2]1[cH:3][c:4]([C:17](=[O:19])[NH:20][c:21]2[nH:22][n:23][n:24][n:25]2)[n:5][c:6](-[c:8]2[cH:9][cH:10][c:11]([N+:14](=[O:15])[O-:16])[cH:12][cH:13]2)[cH:7]1.